Dataset: the Open Reaction Database (ORD), a public repository of structured organic reaction records. Task: describe an organic reaction: reactants, conditions, products, and yield Reactants: glass, C(C1=CC=CC=C1)OC1(CC=C2C=C(C=NC2=C1)[N+](=O)[O-])O (7-benzyloxy-3-nitroquinolin-7-ol), CN(C=O)C (N,N-dimethylformamide), Cl (hydrochloric acid). Reagents/catalysts: [Pt] (Pt/C). Conditions: time 8 hour. Product: Cl.NC=1C=NC2=CC(=CC=C2C1O)OCC1=CC=CC=C1 (3-amino-7-benzyloxyquinolin-4-ol hydrochloride). Reaction SMILES: [CH2:1]([O:8][C:9]1(O)[CH:18]=[C:17]2[C:12]([CH:13]=[C:14]([N+:19]([O-])=O)[CH:15]=[N:16]2)=[CH:11][CH2:10]1)[C:2]1[CH:7]=[CH:6][CH:5]=[CH:4][CH:3]=1.[ClH:23].CN(C)C=[O:27]>[Pt]>[ClH:23].[NH2:19][C:14]1[CH:15]=[N:16][C:17]2[C:12]([C:13]=1[OH:27])=[CH:11][CH:10]=[C:9]([O:8][CH2:1][C:2]1[CH:7]=[CH:6][CH:5]=[CH:4][CH:3]=1)[CH:18]=2 |f:4.5|. Reported procedure: A 1 L glass Parr bottle was charged with 7-benzyloxy-3-nitroquinolin-7-ol, anhydrous N,N-dimethylformamide (DMF, 500 mL) and 5% Pt/C catalyst (5.0 g). The vessel was placed on Parr apparatus, evacuated and charged with hydrogen gas (˜45 psi, 3.1×105 Pa). The reaction mixture was shaken overnight. The reaction mixture was filtered through glass fiber filters to remove catalyst. To the resulting dark colored solution was added concentrated hydrochloric acid (12 N HCl, 14 ml, 168.8 mmol). The produ...